From a dataset of the Open Reaction Database (ORD), a public repository of structured organic reaction records. describe an organic reaction: reactants, conditions, products, and yield The reagents and catalysts are C=1C=CC(=CC1)/C=C/C(=O)/C=C/C2=CC=CC=C2.C=1C=CC(=CC1)/C=C/C(=O)/C=C/C2=CC=CC=C2.C=1C=CC(=CC1)/C=C/C(=O)/C=C/C2=CC=CC=C2.[Pd].[Pd] (Pd2(dba)3). Reaction conditions: temperature 110 celsius. Reaction SMILES: [F:1][C:2]1[CH:7]=[C:6]([F:8])[CH:5]=[CH:4][C:3]=1Br.[Br-].[NH:11]1[CH2:16][CH2:15][NH:14][CH2:13][CH2:12]1.CC(C)([O-])C.[Na+].C1C=CC(P(C2C(C3C(P(C4C=CC=CC=4)C4C=CC=CC=4)=CC=C4C=3C=CC=C4)=C3C(C=CC=C3)=CC=2)C2C=CC=CC=2)=CC=1>C1(C)C=CC=CC=1.C1C=CC(/C=C/C(/C=C/C2C=CC=CC=2)=O)=CC=1.C1C=CC(/C=C/C(/C=C/C2C=CC=CC=2)=O)=CC=1.C1C=CC(/C=C/C(/C=C/C2C=CC=CC=2)=O)=CC=1.[Pd].[Pd]>[F:1][C:2]1[CH:7]=[C:6]([F:8])[CH:5]=[CH:4][C:3]=1[N:11]1[CH2:16][CH2:15][NH:14][CH2:13][CH2:12]1 |f:3.4,7.8.9.10.11|. The product is FC1=C(C=CC(=C1)F)N1CCNCC1 (1-(2,4-Difluorophenyl)piperazine), title compound. Reported procedure: 1-(2,4-Difluorophenyl)piperazine is prepared from 2,4-difluorobromobenzene. To the bromide (8.0 g, 41.4 mmol), piperazine (21.4 g, 249 mmol), sodium t-butoxide (5.6 g, 58 mmol) and BINAP (1.55 g, 2.5 mmol) in toluene (20 ml), add Pd2(dba)3 (0.477 g, 0.83 mmol). Heat the mixture at 110° C. under N2 for 20 h. Allow to cool and extract with 1N HCl. Basify the extract with NaOH to pH=10, extract with CH2Cl2, dry and concentrate to obtain the title compound as a brown oil. Run in C1(=CC=CC=C1)C (toluene). Starting materials: FC1=C(C=CC(=C1)F)Br (2,4-difluorobromobenzene), [Br-] (bromide), N1CCNCC1 (piperazine), CC(C)([O-])C.[Na+] (sodium t-butoxide), C=1C=CC(=CC1)P(C=2C=CC=CC2)C3=CC=C4C=CC=CC4=C3C5=C6C=CC=CC6=CC=C5P(C=7C=CC=CC7)C=8C=CC=CC8 (BINAP). Reactants: CCOC(=O)c1ccc(N2CC(C)NC(C)C2)cc1, COc1cc(CCc2cc(N)[nH]n2)cc(OC)c1, C[Al](C)C, ClCCl. Product: COc1cc(CCc2cc(NC(=O)c3ccc(N4CC(C)NC(C)C4)cc3)[nH]n2)cc(OC)c1. As a reaction SMILES: [CH3:1][CH:2]1[CH2:3][N:4]([c:9]2[cH:10][cH:11][c:12]([C:13]([O:15][CH2:14][CH3:16])=[O:17])[cH:18][cH:19]2)[CH2:5][CH:6]([CH3:8])[NH:7]1.[CH3:20][O:21][c:22]1[cH:23][c:24]([CH2:30][CH2:31][c:32]2[cH:33][c:34]([NH2:37])[nH:35][n:36]2)[cH:25][c:26]([O:28][CH3:29])[cH:27]1.[CH3:38][Al:39]([CH3:40])[CH3:41].[Cl:42][CH2:43][Cl:44]>>[CH3:1][CH:2]1[CH2:3][N:4]([c:9]2[cH:10][cH:11][c:12]([C:13](=[O:15])[NH:37][c:34]3[cH:33][c:32]([CH2:31][CH2:30][c:24]4[cH:23][c:22]([O:21][CH3:20])[cH:27][c:26]([O:28][CH3:29])[cH:25]4)[n:36][nH:35]3)[cH:18][cH:19]2)[CH2:5][CH:6]([CH3:8])[NH:7]1. Reactants: ClCCS(=O)(=O)Cl (2-chloroethanesulfonyl chloride), CCN(C(C)C)C(C)C (DIEA), Cl.FC1(CNCC1)F (3,3-difluoropyrrolidine hydrochloride), CCN(C(C)C)C(C)C (DIEA). Run in CCOCC (Et2O), CC#N (MeCN), CC#N (MeCN). Run at time 2 hour. The product is FC1(CN(CC1)S(=O)(=O)C=C)F (3,3-difluoro-1-(vinylsulfonyl)pyrrolidine). Isolated yield 26.6%. Reaction SMILES: Cl.[F:2][C:3]1([F:8])[CH2:7][CH2:6][NH:5][CH2:4]1.CCN(C(C)C)C(C)C.Cl[CH2:19][CH2:20][S:21](Cl)(=[O:23])=[O:22]>CC#N.CCOCC>[F:2][C:3]1([F:8])[CH2:7][CH2:6][N:5]([S:21]([CH:20]=[CH2:19])(=[O:23])=[O:22])[CH2:4]1 |f:0.1|. Procedure details: A solution of 3,3-difluoropyrrolidine hydrochloride (0.3 g, 2.1 mmol, Matrix) and DIEA (0.37 mL, 2.1 mmol) in MeCN (5 mL) was stirred at about 50° C. for about 30 min. The reaction was cooled to ambient temperature and concd under reduced pressure. The solid was dissolved in MeCN (2 mL) and a solution of 2-chloroethanesulfonyl chloride (0.22 mL, 2.1 mmol) in Et2O (3 mL) was added at about −78° C. and stirred for about 2 h. To the reaction mixture was added DIEA (0.6 mL, 3.4 mmol) and stirred for...